The task is: describe an organic reaction: reactants, conditions, products, and yield. This data is from the Open Reaction Database (ORD), a public repository of structured organic reaction records. The reactants are CC(=O)O, C1CCNCC1, CO, O=CCCc1nc2cc3c(cc2[n+]([O-])n1)CCC3. Yields the product [O-][n+]1nc(CCCN2CCCCC2)nc2cc3c(cc21)CCC3. As a reaction SMILES: [C:25]([OH:26])(=[O:27])[CH3:28].[CH2:1]1[CH2:2][CH2:3][NH:4][CH2:5][CH2:6]1.[CH3:29][OH:30].[O-:7][n+:8]1[n:9][c:10]([CH2:21][CH2:22][CH:23]=[O:24])[n:11][c:12]2[c:13]1[cH:14][c:15]1[c:19]([cH:20]2)[CH2:18][CH2:17][CH2:16]1>>[CH2:1]1[CH2:2][CH2:3][N:4]([CH2:23][CH2:22][CH2:21][c:10]2[n:9][n+:8]([O-:7])[c:13]3[c:12]([n:11]2)[cH:20][c:19]2[c:15]([cH:14]3)[CH2:16][CH2:17][CH2:18]2)[CH2:5][CH2:6]1.